This data is from the Open Reaction Database (ORD), a public repository of structured organic reaction records. The task is: describe an organic reaction: reactants, conditions, products, and yield Starting materials: C(C)OC(=O)C1=COC2=C1C(CC(C2)C2=CC=CC=C2)=O (3-ethoxycarbonyl-6-phenyl-4,5,6,7-tetrahydrobenzofuran-4-one), C(=N)(N)NN.Cl (aminoguanidine hydrochloride), Cl (hydrochloric acid). The solvent is C(C)O (ethanol). Run at temperature 90 celsius, time 2 hour. Product: Cl.C(C)OC(=O)C1=COC2=C1/C(/CC(C2)C2=CC=CC=C2)=N/NC(=N)N ((E)-3-ethoxycarbonyl-4-guanidinoimino-6-phenyl-4,5,6,7-tetrahydrobenzofuran hydrochloride). The yield is 67.4%. RXN SMILES: [CH2:1]([O:3][C:4]([C:6]1[C:10]2[C:11](=O)[CH2:12][CH:13]([C:15]3[CH:20]=[CH:19][CH:18]=[CH:17][CH:16]=3)[CH2:14][C:9]=2[O:8][CH:7]=1)=[O:5])[CH3:2].[C:22]([NH:25][NH2:26])([NH2:24])=[NH:23].[ClH:27].Cl>C(O)C>[ClH:27].[CH2:1]([O:3][C:4]([C:6]1[C:10]2/[C:11](=[N:26]/[NH:25][C:22]([NH2:24])=[NH:23])/[CH2:12][CH:13]([C:15]3[CH:20]=[CH:19][CH:18]=[CH:17][CH:16]=3)[CH2:14][C:9]=2[O:8][CH:7]=1)=[O:5])[CH3:2] |f:1.2,5.6|. Procedure: To a mixture of 3-ethoxycarbonyl-6-phenyl-4,5,6,7-tetrahydrobenzofuran-4-one (0.28 g) and aminoguanidine hydrochloride (111 mg) were ethanol (20 ml) and 6N hydrochloric acid (0.086 ml), and the mixture was stirred at 90° C. for 2 hours and cooled. The reaction solution was concentrated under reduced pressure, and the residue was washed with ethanol, ethyl acetate and isopropylether, and dried to give (E)-3-ethoxycarbonyl-4-guanidinoimino-6-phenyl-4,5,6,7-tetrahydrobenzofuran hydrochloride (Compo...